From a dataset of the Open Reaction Database (ORD), a public repository of structured organic reaction records. describe an organic reaction: reactants, conditions, products, and yield Starting materials: FC(C(=O)O)(F)F (trifluoroacetic acid), NCCN1CCNCC1 (1-(2-aminoethyl)piperazine), FC(C(=O)O)(F)F (trifluoroacetic acid). Procedure: 1-(2-aminoethyl)piperazinium trifluoroacetate was prepared in the same manner as Synthesis Example 1, except that 22.8 g (0.2 mol) of trifluoroacetic acid was added such that the molar ratio of 1-(2-aminoethyl)piperazine to trifluoroacetic acid was 1:2. As a reaction SMILES: [F:1][C:2]([F:7])([F:6])[C:3]([OH:5])=[O:4].[NH2:8][CH2:9][CH2:10][N:11]1[CH2:16][CH2:15][NH:14][CH2:13][CH2:12]1>>[F:1][C:2]([F:7])([F:6])[C:3]([O-:5])=[O:4].[NH2:8][CH2:9][CH2:10][NH+:11]1[CH2:16][CH2:15][NH:14][CH2:13][CH2:12]1 |f:2.3|. Product: FC(C(=O)[O-])(F)F.NCC[NH+]1CCNCC1 (1-(2-aminoethyl)piperazinium trifluoroacetate). Starting materials: Cc1cccc(C)c1NC1CCNCC1, [I-], CCCI, [K+], [Na+], [Na+], O=C([O-])[O-], O, c1ccccc1. The product is CCCN1CCC(Nc2c(C)cccc2C)CC1. RXN SMILES: [CH3:1][c:2]1[c:3]([NH:9][CH:10]2[CH2:11][CH2:12][NH:13][CH2:14][CH2:15]2)[c:4]([CH3:8])[cH:5][cH:6][cH:7]1.[I-:23].[I:24][CH2:25][CH2:26][CH3:27].[K+:22].[Na+:16].[Na+:17].[O-:18][C:19](=[O:20])[O-:21].[OH2:28].[cH:29]1[cH:30][cH:31][cH:32][cH:33][cH:34]1>>[CH3:1][c:2]1[c:3]([NH:9][CH:10]2[CH2:11][CH2:12][N:13]([CH2:25][CH2:26][CH3:27])[CH2:14][CH2:15]2)[c:4]([CH3:8])[cH:5][cH:6][cH:7]1.